This data is from the Open Reaction Database (ORD), a public repository of structured organic reaction records. The task is: describe an organic reaction: reactants, conditions, products, and yield Starting materials: lithium hexamethyldisilylazide, solution, CC(C)(OC(=O)N1CCN(CC1)C1=CC=C(C=O)C=C1)C (4-(4-(1,1-dimethylethoxycarbonyl)piperazinyl)benzaldehyde), [Br-].C(C)OC(=O)COC1=CC=C(C[P+](C2=CC=CC=C2)(C2=CC=CC=C2)C2=CC=CC=C2)C=C1 (4-(ethoxycarbonylmethoxy)benzyltriphenyl-phosphonium bromide). The solvent is C1CCOC1 (THF), C1CCOC1 (THF), C1CCOC1 (THF). Run at temperature 0 celsius. Yields the product CC(C)(OC(=O)N1CCN(CC1)C1=CC=C(C=C1)C=CC1=CC=C(OCC(=O)OCC)C=C1)C (Ethyl 4-(2-(4-(4-(1,1-dimethylethoxycarbonyl)piperazinyl)phenyl)ethenyl)phenoxyacetate). Yield: 103.5%. As a reaction SMILES: [Br-].[CH2:2]([O:4][C:5]([CH2:7][O:8][C:9]1[CH:34]=[CH:33][C:12]([CH2:13][P+](C2C=CC=CC=2)(C2C=CC=CC=2)C2C=CC=CC=2)=[CH:11][CH:10]=1)=[O:6])[CH3:3].[CH3:35][C:36]([CH3:55])([O:38][C:39]([N:41]1[CH2:46][CH2:45][N:44]([C:47]2[CH:54]=[CH:53][C:50]([CH:51]=O)=[CH:49][CH:48]=2)[CH2:43][CH2:42]1)=[O:40])[CH3:37]>C1COCC1>[CH3:37][C:36]([CH3:55])([O:38][C:39]([N:41]1[CH2:42][CH2:43][N:44]([C:47]2[CH:48]=[CH:49][C:50]([CH:51]=[CH:13][C:12]3[CH:11]=[CH:10][C:9]([O:8][CH2:7][C:5]([O:4][CH2:2][CH3:3])=[O:6])=[CH:34][CH:33]=3)=[CH:53][CH:54]=2)[CH2:45][CH2:46]1)=[O:40])[CH3:35] |f:0.1|. Reported procedure: To an oven dried 100 mL round bottomed flask with a stirring bar and an argon inlet was added 4-(ethoxycarbonylmethoxy)benzyltriphenyl-phosphonium bromide (1.106 g, 2.07 mmol) and dry THF (50 mL). To this well stirred mixture was added a solution of lithium hexamethyldisilylazide (2.20 mL of a 1M solution in THF). The deep red solution was stirred 1 h at ambient temperature then cooled in an ice bath to 0° C. To this mixture was added a solution of 4-(4-(1,1-dimethylethoxycarbonyl)piperazinyl)be... Reactants: C1CCC2=NCCCN2CC1, CCN(C(C)C)C(C)C, O=C(Cl)CCCCl, ClCCl, N#Cc1cccc(N)c1, CN(C)C=O. Yields the product N#Cc1cccc(N2CCCC2=O)c1. As a reaction SMILES: [CH2:17]1[CH2:18][CH2:19][C:20]2=[N:25][CH2:24][CH2:23][CH2:22][N:21]2[CH2:26][CH2:27]1.[CH:36]([N:37]([CH2:38][CH3:39])[CH:40]([CH3:41])[CH3:42])([CH3:43])[CH3:44].[Cl:10][CH2:11][CH2:12][CH2:13][C:14](=[O:15])[Cl:16].[Cl:28][CH2:29][Cl:30].[NH2:1][c:2]1[cH:3][c:4]([C:5]#[N:6])[cH:7][cH:8][cH:9]1.[O:31]=[CH:32][N:33]([CH3:34])[CH3:35]>>[N:1]1([c:2]2[cH:3][c:4]([C:5]#[N:6])[cH:7][cH:8][cH:9]2)[CH2:11][CH2:12][CH2:13][C:14]1=[O:15]. Starting materials: N (ammonia), CCN=C=NCCCN(C)C (WSC), ON1N=NC2=C1C=CC=C2 (N-hydroxybenzotriazole), C(=O)(O)C1=COC2=C1C(CC(C2)C2=CC=CC=C2)=O (3-carboxy-4-oxo-6-phenyl-4,5,6,7-tetrahydrobenzofuran). Solvent: ClCCl (dichloromethane), O (water). Reaction conditions: time 12 hour. Product: C(N)(=O)C1=COC2=C1C(CC(C2)C2=CC=CC=C2)=O (3-carbamoyl-6-phenyl-4,5,6,7-tetrahydrobenzofuran-4-one). Isolated yield 28.2%. As a reaction SMILES: [C:1]([C:4]1[C:8]2[C:9](=[O:19])[CH2:10][CH:11]([C:13]3[CH:18]=[CH:17][CH:16]=[CH:15][CH:14]=3)[CH2:12][C:7]=2[O:6][CH:5]=1)(O)=[O:2].CC[N:22]=C=NCCCN(C)C.ON1C2C=CC=CC=2N=N1.N>ClCCl.O>[C:1]([C:4]1[C:8]2[C:9](=[O:19])[CH2:10][CH:11]([C:13]3[CH:18]=[CH:17][CH:16]=[CH:15][CH:14]=3)[CH2:12][C:7]=2[O:6][CH:5]=1)(=[O:2])[NH2:22]. Reported procedure: To a suspension of 3-carboxy-4-oxo-6-phenyl-4,5,6,7-tetrahydrobenzofuran (1.28 g) in dichloromethane (25 ml) were added, under ice-cooling, WSC (1.15 g) and N-hydroxybenzotriazole (0.92 g), and the mixture was stirred at room temperature for 30 minutes. To the mixture was added concentrated ammonia solution (4.1 g), and the mixture was stirred at room temperature overnight (12 hours). To the reaction solution was added water, and the mixture was subjected to extraction. The lower layer was washe... Starting materials: NC=1C(NC=CC1)=O (3-Amino-1H-pyridin-2-one), Cl (HCl), NC(=S)N (thiourea), [S-]C#N.[NH4+] (ammonium thiocyanate), NC(=S)N (thiourea), ClCC=O (chloroacetaldehyde). Yields the product S1C(=NC=C1)NC=1C(NC=CC1)=O (3-(Thiazol-2-ylamino)-1H-pyridin-2-one). Reaction SMILES: [NH2:1][C:2]1[C:3](=[O:8])[NH:4][CH:5]=[CH:6][CH:7]=1.Cl.[S-:10][C:11]#[N:12].[NH4+].NC(N)=S.Cl[CH2:19][CH:20]=O>O.CCO.CCOC(C)=O>[S:10]1[CH:20]=[CH:19][N:12]=[C:11]1[NH:1][C:2]1[C:3](=[O:8])[NH:4][CH:5]=[CH:6][CH:7]=1 |f:2.3|. Isolated yield 40.0%. Procedure details: To a solution of 3-Amino-1H-pyridin-2-one (2.0 g, 18.7 mmol) in water (2 mL) was added 15% HCl (10 mL, 18 mmol) followed by ammonium thiocyanate (1.5 g, 18 mmol) and the mixture was heated to reflux for two hours. Upon cooling the intermediate thiourea was found to precipitate as a red-brown solid. The mixture was filtered and the solid washed with water (5 mL). To a solution of the thiourea (1.3 g, 7.7 mmol) in EtOH (20 mL) and water (5 mL) was added chloroacetaldehyde (2.3 mL), 16.4 mmol) and ... Run in O (water), CCOC(=O)C (EtOAc), CCO (EtOH), O (water). Reactants: B(Br)(Br)Br (BBr3), ClC1=C(C=C2CCN(C(C2=C1)=O)C=1C=NC=CC1C)OC (7-chloro-6-methoxy-2-(4-methylpyridin-3-yl)-3,4-dihydroisoquinolin-1(2H)-one), CO (methanol). Run in C(Cl)(Cl)Cl (CHCl3), C(Cl)Cl (DCM). Reaction conditions: time 14 hour. Yields the product ClC1=C(C=C2CCN(C(C2=C1)=O)C=1C=NC=CC1C)O (7-chloro-6-hydroxy-2-(4-methylpyridin-3-yl)-3,4-dihydroisoquinolin-1(2H)-one). Yield: 70.2%. RXN SMILES: B(Br)(Br)Br.[Cl:5][C:6]1[CH:15]=[C:14]2[C:9]([CH2:10][CH2:11][N:12]([C:17]3[CH:18]=[N:19][CH:20]=[CH:21][C:22]=3[CH3:23])[C:13]2=[O:16])=[CH:8][C:7]=1[O:24]C.CO>C(Cl)Cl.C(Cl)(Cl)Cl>[Cl:5][C:6]1[CH:15]=[C:14]2[C:9]([CH2:10][CH2:11][N:12]([C:17]3[CH:18]=[N:19][CH:20]=[CH:21][C:22]=3[CH3:23])[C:13]2=[O:16])=[CH:8][C:7]=1[OH:24]. Reported procedure: BBr3 (4.4 mL) was added to a stirred solution of 7-chloro-6-methoxy-2-(4-methylpyridin-3-yl)-3,4-dihydroisoquinolin-1(2H)-one (86A: 450 mg, 1.480 mmol) in DCM (10 mL) at 0° C. The resulting mixture was stirred for 14 hours at room temperature. The reaction was monitored by TLC (5% methanol in CHCl3). The mixture was slowly quenched with ice water extracted with chloroform (2×50 mL). The organic layer was dried over Na2SO4 and concentrated under reduced pressure to afford the crude product. Purif...